From a dataset of the Open Reaction Database (ORD), a public repository of structured organic reaction records. describe an organic reaction: reactants, conditions, products, and yield The reactants are O=C1CCC(=O)N1Br, Cn1c(COc2ccc(Cl)cc2)cc2ccccc21, [Na+], [Na+], O=S(=O)([O-])[O-], C1CCOC1, O. Product: Cn1c(COc2ccc(Cl)cc2)c(Br)c2ccccc21. Reaction SMILES: [Br:20][N:21]1[C:22](=[O:23])[CH2:24][CH2:25][C:26]1=[O:27].[Cl:1][c:2]1[cH:3][cH:4][c:5]([O:6][CH2:7][c:8]2[n:9]([CH3:17])[c:10]3[cH:11][cH:12][cH:13][cH:14][c:15]3[cH:16]2)[cH:18][cH:19]1.[Na+:29].[Na+:30].[O-:31][S:32](=[O:33])(=[O:34])[O-:35].[O:36]1[CH2:37][CH2:38][CH2:39][CH2:40]1.[OH2:28]>>[Cl:1][c:2]1[cH:3][cH:4][c:5]([O:6][CH2:7][c:8]2[n:9]([CH3:17])[c:10]3[cH:11][cH:12][cH:13][cH:14][c:15]3[c:16]2[Br:20])[cH:18][cH:19]1. Reactants: C(C)(C)N(CCC(C1=CC=CC=C1)C=1C=C(C=O)C=CC1O)C(C)C (3-(3-(diisopropylamino)-1-phenylpropyl)-4-hydroxybenzaldehyde), NC(C(=O)O)C1=CC=C(C=C1)O (2-amino-2-(4-hydroxyphenyl)acetic acid), C(C)(C)N(CC=CC1=CC=CC=C1)C(C)C (N,N-diisopropyl-3-phenylprop-2-en-1-amine). Yields the product NC(C(=O)O)C1=CC(=C(C=C1)O)C(CCN(C(C)C)C(C)C)C1=CC=CC=C1 (2-amino-2-(3-(3-(diisopropylamino)-1-phenylpropyl)-4-hydroxyphenyl)acetic acid). Reaction SMILES: [CH:1]([N:4]([CH:23]([CH3:25])[CH3:24])[CH2:5][CH2:6][CH:7]([C:14]1[CH:15]=[C:16]([CH:19]=[CH:20][C:21]=1[OH:22])C=O)[C:8]1[CH:13]=[CH:12][CH:11]=[CH:10][CH:9]=1)([CH3:3])[CH3:2].[NH2:26][CH:27](C1C=CC(O)=CC=1)[C:28]([OH:30])=[O:29].C(N(C(C)C)CC=CC1C=CC=CC=1)(C)C>>[NH2:26][CH:27]([C:16]1[CH:19]=[CH:20][C:21]([OH:22])=[C:14]([CH:7]([C:8]2[CH:13]=[CH:12][CH:11]=[CH:10][CH:9]=2)[CH2:6][CH2:5][N:4]([CH:23]([CH3:24])[CH3:25])[CH:1]([CH3:3])[CH3:2])[CH:15]=1)[C:28]([OH:30])=[O:29]. Reported procedure: In a preferred embodiment of the invention, 3-(3-(diisopropylamino)-1-phenylpropyl)-4-hydroxybenzaldehyde (PHB) is synthesized comprising a reaction of 2-amino-2-(4-hydroxyphenyl)acetic acid (hydroxyphenylglycine) with N,N-diisopropyl-3-phenylprop-2-en-1-amine (DIPCA) in the presence of an acid, preferably at 80-150° C., to give 2-amino-2-(3-(3-(diisopropylamino)-1-phenylpropyl)-4-hydroxyphenyl)acetic acid (HFG), and a further reaction with a suitable oxidant, preferably in water at 30-105° C., ... Reactants: [BH4-], Cc1c(C=O)c2cnnc(NCc3ccccc3)c2n1Cc1ccccc1, CO, [Na+]. The product is Cc1c(CO)c2cnnc(NCc3ccccc3)c2n1Cc1ccccc1. Reaction SMILES: [BH4-:28].[CH2:1]([c:2]1[cH:3][cH:4][cH:5][cH:6][cH:7]1)[n:8]1[c:9]([CH3:27])[c:10]([CH:25]=[O:26])[c:11]2[c:12]1[c:13]([NH:17][CH2:18][c:19]1[cH:20][cH:21][cH:22][cH:23][cH:24]1)[n:14][n:15][cH:16]2.[CH3:30][OH:31].[Na+:29]>>[CH2:1]([c:2]1[cH:3][cH:4][cH:5][cH:6][cH:7]1)[n:8]1[c:9]([CH3:27])[c:10]([CH2:25][OH:26])[c:11]2[c:12]1[c:13]([NH:17][CH2:18][c:19]1[cH:20][cH:21][cH:22][cH:23][cH:24]1)[n:14][n:15][cH:16]2.